This data is from the Open Reaction Database (ORD), a public repository of structured organic reaction records. The task is: describe an organic reaction: reactants, conditions, products, and yield The reactants are NCCCC(=O)NC=1C=C2C(=NC=NC2=CC1)NC1=CC(=C(C=C1)OCC1=CC(=CC=C1)F)Cl (4-amino-N-{4-[3-chloro-4-(3-fluoro-benzyloxy)-phenylamino]-quinazolin-6-yl}-butyramide), N1=CC=CC=C1 (pyridine). Product: compound, Cl.CN(CCCN=C=NCC)C (1-(3-dimethylaminopropyl)-3-ethylcarbodiimide hydrochloride). As a reaction SMILES: NCCCC(NC1C=[C:10]2[C:15](=[CH:16][CH:17]=1)[N:14]=[CH:13][N:12]=[C:11]2NC1C=CC(OCC2C=CC=C(F)C=2)=C([Cl:34])C=1)=O.[N:35]1[CH:40]=CC=C[CH:36]=1>>[ClH:34].[CH3:36][N:35]([CH3:40])[CH2:17][CH2:16][CH2:15][N:14]=[C:13]=[N:12][CH2:11][CH3:10] |f:2.3|. Procedure details: 36 μl of pyridine, 100 mg of the compound obtained in (87-1) of Example 87 and 80 mg of 1-(3-dimethylaminopropyl)-3-ethylcarbodiimide hydrochloride were added to 30 μl of acrylic acid dissolved in 2 ml of THF, and reacted at 0° C. for 5 hours. The reacted solution was washed with saturated sodium bicarbonate, dried over sodium sulfate, filtered and distilled under a reduced pressure, and the resulting residue was subjected to column chromatography (eluent-chloroform:methanol=15:1) to obtain the ... The reactants are C(CC)N(CCCN)CCC (N,N-dipropyl-1,3-propanediamine), C1CCC(CC1)N=C=NC2CCCCC2 (DCC), C=1C=CC2=C(C1)N=NN2O (HOBt), N1C(=NC=C1)CN(CC=1NC=CN1)CC1=CC=C(C(=O)O)C=C1 (4-[N,N-bis-(imidazol-2-ylmethyl)aminomethyl]-benzoic acid). Solvent: CN(C)C=O (DMF). Run at time 8 hour. Yields the product N1C(=NC=C1)CN(CC=1NC=CN1)CC1=CC=C(C(=O)NCCCN(CCC)CCC)C=C1 (4-{[bis(1H-imidazol-2-ylmethyl)-amino]-methyl}-N-(3-dipropylaminopropyl)-benzamide). As a reaction SMILES: [NH:1]1[CH:5]=[CH:4][N:3]=[C:2]1[CH2:6][N:7]([CH2:14][C:15]1[CH:23]=[CH:22][C:18]([C:19]([OH:21])=O)=[CH:17][CH:16]=1)[CH2:8][C:9]1[NH:10][CH:11]=[CH:12][N:13]=1.C1CCC(N=C=NC2CCCCC2)CC1.C1C=CC2N(O)N=NC=2C=1.[CH2:49]([N:52]([CH2:57][CH2:58][CH3:59])[CH2:53][CH2:54][CH2:55][NH2:56])[CH2:50][CH3:51]>CN(C=O)C>[NH:1]1[CH:5]=[CH:4][N:3]=[C:2]1[CH2:6][N:7]([CH2:14][C:15]1[CH:16]=[CH:17][C:18]([C:19]([NH:56][CH2:55][CH2:54][CH2:53][N:52]([CH2:57][CH2:58][CH3:59])[CH2:49][CH2:50][CH3:51])=[O:21])=[CH:22][CH:23]=1)[CH2:8][C:9]1[NH:13][CH:12]=[CH:11][N:10]=1. Reported procedure: The compound (190 mg) obtained in Example 2-2 was dissolved in DMF (3.0 ml) and added with DCC (189 mg), HOBt (124 mg), and the compound (96.9 mg) obtained in Example 22-3, followed by stirring overnight at room temperature. After completion of the reaction, the solvent was distilled off and the residue was then dissolved in chloroform, followed by separating the solution into layers by the addition of 1 mol/l hydrochloric acid. The aqueous layer was made basic with a 1 mol/l sodium hydroxide aq... The reactants are CN(C)c1ccccn1, CCO, COc1ccc2nc(Cl)ccc2c1, Nc1ccc(S)cc1. Product: COc1ccc2nc(Sc3ccc(N)cc3)ccc2c1. RXN SMILES: [CH3:22][N:23]([c:24]1[cH:25][cH:26][cH:27][cH:28][n:29]1)[CH3:30].[CH3:31][CH2:32][OH:33].[Cl:1][c:2]1[n:3][c:4]2[cH:5][cH:6][c:7]([O:12][CH3:13])[cH:8][c:9]2[cH:10][cH:11]1.[NH2:14][c:15]1[cH:16][cH:17][c:18]([SH:21])[cH:19][cH:20]1>>[c:2]1([S:21][c:18]2[cH:17][cH:16][c:15]([NH2:14])[cH:20][cH:19]2)[n:3][c:4]2[cH:5][cH:6][c:7]([O:12][CH3:13])[cH:8][c:9]2[cH:10][cH:11]1. Starting materials: CN(C(CC(=O)N(CCCC)C)=O)CCCC (N,N'-dimethyl-N,N'-dibutyl-propane diamide), C(CCCCCCCCCCCCC)I (tetradecyl iodide), C(CCCCCCCCCCCCC)I (tetradecyl iodide), O.C(C)O (water ethanol), CC(=O)C (acetone), N-butyl lithium, N-butyl lithium. Run in O1CCCC1 (tetrahydrofuran), O1CCCC1 (tetrahydrofuran), C(Cl)Cl (methylene chloride), O1CCCC1 (tetrahydrofuran), O1CCCC1 (tetrahydrofuran), O1CCCC1 (tetrahydrofuran). Yields the product C(CCCCCCCCCCCCC)C(C(=O)N(CCCC)C)C(=O)N(CCCC)C (2-tetradecyl-N,N'-dimethyl-N,N'-dibutyl-propane diamide). Reaction SMILES: [CH3:1][N:2]([CH2:14][CH2:15][CH2:16][CH3:17])[C:3](=[O:13])[CH2:4][C:5]([N:7]([CH3:12])[CH2:8][CH2:9][CH2:10][CH3:11])=[O:6].CC(C)=O.[CH2:22](I)[CH2:23][CH2:24][CH2:25][CH2:26][CH2:27][CH2:28][CH2:29][CH2:30][CH2:31][CH2:32][CH2:33][CH2:34][CH3:35].O.C(O)C>O1CCCC1.C(Cl)Cl>[CH2:35]([CH:4]([C:3]([N:2]([CH3:1])[CH2:14][CH2:15][CH2:16][CH3:17])=[O:13])[C:5]([N:7]([CH3:12])[CH2:8][CH2:9][CH2:10][CH3:11])=[O:6])[CH2:34][CH2:33][CH2:32][CH2:31][CH2:30][CH2:29][CH2:28][CH2:27][CH2:26][CH2:25][CH2:24][CH2:23][CH3:22] |f:3.4|. Procedure: Into a 1 liter reactor, scavenged by an argon stream, is introduced 0.1 mole of N,N'-dimethyl-N,N'-dibutyl-propane diamide dissolved in 400 ml of tetrahydrofuran. Cooling takes place to -50° C. with the aid of an acetone and solid carbon dioxide bath and a N-butyl lithium solution prepared from 0.1 mole of N-butyl lithium is poured into 100 ml of anhydrous tetrahydrofuran. Under the same conditions, pouring takes place of a solution of tetradecyl iodide prepared from 0.1 mole of tetradecyl iodid... Starting materials: Br, N#Cc1ccc(Br)cc1, [Mg], O=C1CCCC1. Product: N#Cc1ccc(C2(O)CCCC2)cc1. Reaction SMILES: [Br:2].[Br:3][c:4]1[cH:5][cH:6][c:7]([C:8]#[N:9])[cH:10][cH:11]1.[Mg:1].[O:12]=[C:13]1[CH2:14][CH2:15][CH2:16][CH2:17]1>>[c:4]1([C:13]2([OH:12])[CH2:14][CH2:15][CH2:16][CH2:17]2)[cH:5][cH:6][c:7]([C:8]#[N:9])[cH:10][cH:11]1. Reactants: C(C1=CC=CO1)=O (furfural), II (iodine), aryl bromide, CC1=C(C(=CC(=C1)C)C)Br (2,4,6-trimethyl-1-bromobenzene), [Mg] (magnesium), [Mg] (magnesium), Grignard reagent. Solvent: O1CCCC1 (tetrahydrofuran), O1CCCC1 (tetrahydrofuran). Run at time 25 minute. Yields the product CC1=C(C(=CC(=C1)C)C)C(O)C=1OC=CC1 ((2,4,6-trimethylphenyl)furan-2-ylmethanol). Reaction SMILES: [CH3:1][C:2]1[CH:7]=[C:6]([CH3:8])[CH:5]=[C:4]([CH3:9])[C:3]=1Br.[Mg].II.[CH:14](=[O:20])[C:15]1[O:19][CH:18]=[CH:17][CH:16]=1>O1CCCC1>[CH3:1][C:2]1[CH:7]=[C:6]([CH3:8])[CH:5]=[C:4]([CH3:9])[C:3]=1[CH:14]([C:15]1[O:19][CH:18]=[CH:17][CH:16]=1)[OH:20]. Procedure details: A solution of 2,4,6-trimethyl-1-bromobenzene (30.9 g, 155 mmol) in tetrahydrofuran (100 ml) is added slowly to magnesium turnings (3.77 g, 155 mmol), until the magnesium is just covered. A small quantity of iodine is added and the mixture is allowed to stand at room temperature for 25 minutes and then heated and stirred until the brown colour is lost. The remainder of the aryl bromide solution is added dropwise over a 20 minute period, with occasional heating to maintain the formation of the Gri... The product is COC1=CC=C(C=N1)C1=CC2=C(N=C(N=C2C)SC)NC1=O (6-(6-Methoxypyridin-3-yl)-4-methyl-2-(methylthio)pyrido[2,3-d]pyrimidin-7(8H)-one), solid. Yield: 55.0%. As a reaction SMILES: Br[C:2]1[C:14](=[O:15])[NH:13][C:5]2[N:6]=[C:7]([S:11][CH3:12])[N:8]=[C:9]([CH3:10])[C:4]=2[CH:3]=1.[CH3:16][O:17][C:18]1[N:23]=[CH:22][C:21](B(O)O)=[CH:20][CH:19]=1.C(=O)([O-])[O-].[K+].[K+]>CN(C=O)C>[CH3:16][O:17][C:18]1[N:23]=[CH:22][C:21]([C:2]2[C:14](=[O:15])[NH:13][C:5]3[N:6]=[C:7]([S:11][CH3:12])[N:8]=[C:9]([CH3:10])[C:4]=3[CH:3]=2)=[CH:20][CH:19]=1 |f:2.3.4|. Reaction conditions: temperature 100 celsius. Procedure: To a solution of 6-bromo-4-methyl-2-(methylthio)pyrido[2,3-d]pyrimidin-7(8H)-one (50 mg, 0.17 mmol), 6-methoxypyridin-3-ylboronic acid (40.1 mg, 1.1 equiv), dichlorobis(triphenylphosphine) palladium(II) (6.13 mg, 0.008 mmol), DMF (2 mL) in a 5 mL microwave vial was added potassium carbonate (3 M, 1.1 equiv). The solution was degassed with N2 for 10 min before being capped and heated in the microwave reactor for 1 h. at 100° C. The reaction was poured into 20 ml brine and the precipitate was coll... The reactants are BrC1=CC2=C(N=C(N=C2C)SC)NC1=O (6-bromo-4-methyl-2-(methylthio)pyrido[2,3-d]pyrimidin-7(8H)-one), COC1=CC=C(C=N1)B(O)O (6-methoxypyridin-3-ylboronic acid), dichlorobis(triphenylphosphine) palladium(II), C([O-])([O-])=O.[K+].[K+] (potassium carbonate). Solvent: CN(C)C=O (DMF).